This data is from the Open Reaction Database (ORD), a public repository of structured organic reaction records. The task is: describe an organic reaction: reactants, conditions, products, and yield The reactants are CCOC(=O)C1CCC(CN)CC1, CCOC(C)=O, O=C1OC2(CCNCC2)c2ccccc21. The product is CCOC(=O)C1CCC(CNC(=O)N2CCC3(CC2)OC(=O)c2ccccc23)CC1. As a reaction SMILES: [CH2:16]([CH3:17])[O:18][C:19](=[O:20])[CH:21]1[CH2:22][CH2:23][CH:24]([CH2:27][NH2:28])[CH2:25][CH2:26]1.[CH3:29][CH2:30][O:31][C:32]([CH3:33])=[O:34].[NH:1]1[CH2:2][CH2:3][C:4]2([O:5][C:6](=[O:13])[c:7]3[cH:8][cH:9][cH:10][cH:11][c:12]32)[CH2:14][CH2:15]1>>[N:1]1([C:30]([NH:28][CH2:27][CH:24]2[CH2:23][CH2:22][CH:21]([C:19]([O:18][CH2:16][CH3:17])=[O:20])[CH2:26][CH2:25]2)=[O:31])[CH2:2][CH2:3][C:4]2([O:5][C:6](=[O:13])[c:7]3[cH:8][cH:9][cH:10][cH:11][c:12]32)[CH2:14][CH2:15]1. The reactants are O=C1CCC(=O)N1Br, ClCCl, O=C(O)C(CC1CCCC1)c1ccc(S(=O)(=O)C(F)(F)F)cc1, CCOC(=O)Cc1csc(N)n1, c1ccc(P(c2ccccc2)c2ccccc2)cc1. The product is CCOC(=O)Cc1csc(NC(=O)C(CC2CCCC2)c2ccc(S(=O)(=O)C(F)(F)F)cc2)n1. Reaction SMILES: [Br:20][N:21]1[C:22](=[O:23])[CH2:24][CH2:25][C:26]1=[O:27].[CH2:63]([Cl:64])[Cl:65].[CH:28]1([CH2:33][CH:34]([C:35](=[O:36])[OH:37])[c:38]2[cH:39][cH:40][c:41]([S:44](=[O:45])(=[O:46])[C:47]([F:48])([F:49])[F:50])[cH:42][cH:43]2)[CH2:29][CH2:30][CH2:31][CH2:32]1.[NH2:51][c:52]1[s:53][cH:54][c:55]([CH2:57][C:58](=[O:59])[O:60][CH2:61][CH3:62])[n:56]1.[c:1]1([P:2]([c:3]2[cH:4][cH:5][cH:6][cH:7][cH:8]2)[c:9]2[cH:10][cH:11][cH:12][cH:13][cH:14]2)[cH:15][cH:16][cH:17][cH:18][cH:19]1>>[CH:28]1([CH2:33][CH:34]([C:35](=[O:37])[NH:51][c:52]2[s:53][cH:54][c:55]([CH2:57][C:58](=[O:59])[O:60][CH2:61][CH3:62])[n:56]2)[c:38]2[cH:39][cH:40][c:41]([S:44](=[O:45])(=[O:46])[C:47]([F:48])([F:49])[F:50])[cH:42][cH:43]2)[CH2:29][CH2:30][CH2:31][CH2:32]1.